This data is from the Open Reaction Database (ORD), a public repository of structured organic reaction records. The task is: describe an organic reaction: reactants, conditions, products, and yield Reactants: BrC=1C=CC=2C3=C(C(=NC2C1)N)N=C(N3CCCOC(C)C)COCC (7-Bromo-2-ethoxymethyl-1-(3-isopropoxypropyl)-1H-imidazo[4,5-c]quinolin-4-amine), C1CCS(=O)(=O)NC1 (1,4-butanesultam), N[C@H]1[C@@H](CCCC1)N ((±)-trans-1,2-diaminocyclohexane), P(=O)([O-])([O-])[O-].[K+].[K+].[K+] (potassium phosphate). Reagents/catalysts: [Cu]I (copper(I) iodide). Solvent: O1CCOCC1 (dioxane). Reaction conditions: temperature 110 celsius. Yields the product O=S1(N(CCCC1)C=1C=CC=2C3=C(C(=NC2C1)N)N=C(N3CCCOC(C)C)COCC)=O (7-(1,1-dioxo-[1,2]thiazinan-2-yl)-2-ethoxymethyl-1-(3-isopropoxypropyl)-1H-imidazo[4,5-c]quinolin-4-amine). Yield: 55.5%. Reaction SMILES: Br[C:2]1[CH:3]=[CH:4][C:5]2[C:6]3[N:15]([CH2:16][CH2:17][CH2:18][O:19][CH:20]([CH3:22])[CH3:21])[C:14]([CH2:23][O:24][CH2:25][CH3:26])=[N:13][C:7]=3[C:8]([NH2:12])=[N:9][C:10]=2[CH:11]=1.[CH2:27]1[CH2:34][NH:33][S:30](=[O:32])(=[O:31])[CH2:29][CH2:28]1.N[C@@H]1CCCC[C@H]1N.P([O-])([O-])([O-])=O.[K+].[K+].[K+]>[Cu]I.O1CCOCC1>[O:31]=[S:30]1(=[O:32])[CH2:29][CH2:28][CH2:27][CH2:34][N:33]1[C:2]1[CH:3]=[CH:4][C:5]2[C:6]3[N:15]([CH2:16][CH2:17][CH2:18][O:19][CH:20]([CH3:22])[CH3:21])[C:14]([CH2:23][O:24][CH2:25][CH3:26])=[N:13][C:7]=3[C:8]([NH2:12])=[N:9][C:10]=2[CH:11]=1 |f:3.4.5.6|. Procedure: 7-Bromo-2-ethoxymethyl-1-(3-isopropoxypropyl)-1H-imidazo[4,5-c]quinolin-4-amine (0.75 g), 1,4-butanesultam (0.29 g), copper(I) iodide (68 mg), (±)-trans-1,2-diaminocyclohexane (42 μL), potassium phosphate (0.79 g) and dioxane (4 mL) were added to a scintillation vial. The vial was flushed with nitrogen, sealed with a Teflon-lined cap, placed in an oil bath, and heated at 110° C. for 30 hours. The reaction was cooled to ambient temperature, diluted with chloroform and filtered through a bed of CE... Starting materials: [N+](=O)([O-])C1=CC=C(N)C=C1 (4-nitroaniline), P(=O)(Cl)(Cl)Cl (phosphorous oxychloride). Yields the product [N+](=O)([O-])C1=CC=C(C=C1)NP(=O)(Cl)Cl (4-Nitrophenylaminophosphoryl dichloride). As a reaction SMILES: [N+:1]([C:4]1[CH:10]=[CH:9][C:7]([NH2:8])=[CH:6][CH:5]=1)([O-:3])=[O:2].[P:11](Cl)([Cl:14])([Cl:13])=[O:12]>>[N+:1]([C:4]1[CH:10]=[CH:9][C:7]([NH:8][P:11]([Cl:14])([Cl:13])=[O:12])=[CH:6][CH:5]=1)([O-:3])=[O:2]. Procedure: To 300 ml of phosphorous oxychloride was carefully added 69 g (0.5 m) of 4-nitroaniline. The mixture was heated at reflux for 3 hours, then chilled to 10°. The crude product was collected by filtration, washed with ether and air-dried to give 93.6 g, m.p. 156.5°-157.5°. Starting materials: acetal, Cl (HCl), Cl.N(N)C1=CC=C(C[C@@H]2NC(OC2)=O)C=C1 ((S)-4-(4-Hydrazinobenzyl)-1,3-oxazolidin-2-one hydrochloride), C(C)OC(CCC#N)OCC (3-Cyanopropanal diethylacetal). Run in O (water). Run at time 2 hour. Product: C(#N)CCC=NNC1=CC=C(C[C@@H]2NC(OC2)=O)C=C1 ((S)-4-{4-[2-(3-cyanopropylidene) hydrazino]benzyl]-1,3 - oxazolidin -2-one). Yield: 93.2%. Reaction SMILES: Cl.Cl.[NH:3]([C:5]1[CH:17]=[CH:16][C:8]([CH2:9][C@H:10]2[CH2:14][O:13][C:12](=[O:15])[NH:11]2)=[CH:7][CH:6]=1)[NH2:4].C(O[CH:21](OCC)[CH2:22][CH2:23][C:24]#[N:25])C>O>[C:24]([CH2:23][CH2:22][CH:21]=[N:4][NH:3][C:5]1[CH:17]=[CH:16][C:8]([CH2:9][C@H:10]2[CH2:14][O:13][C:12](=[O:15])[NH:11]2)=[CH:7][CH:6]=1)#[N:25] |f:1.2|. Reported procedure: 1M aqu. HCl (4.0 ml) was added to a solution of the product from step (a) (2.4 g) in water (35 ml). 3-Cyanopropanal diethylacetal (Aldrich, 1.7 g) was added at room temperature and the mixture stirred for 2 hours. Further acetal (0.20 g) was added and the mixture stirred for another 20 minutes. The aqueous phase was decanted from the resulting gum and extracted with ethyl acetate. The extracts were combined with the gum and evaporated in vacuo to give the desired product (2.5 g). RXN SMILES: [CH2:8]([O:10][C:11](=[O:9])[c:13]1[c:14](=[O:31])[n:15]([CH2:24][c:25]2[cH:26][cH:27][cH:28][cH:29][cH:30]2)[c:16]2[n:17][cH:18][cH:19][cH:20][c:21]2[c:22]1[OH:23])[CH3:12].[NH2:1][CH:2]1[CH2:3][CH2:4][CH2:5][CH2:6][CH2:7]1.[c:32]1([CH3:33])[c:34]([CH3:35])[cH:36][cH:37][cH:38][cH:39]1>>[NH:1]([CH:2]1[CH2:3][CH2:4][CH2:5][CH2:6][CH2:7]1)[C:11](=[O:10])[c:13]1[c:14](=[O:31])[n:15]([CH2:24][c:25]2[cH:26][cH:27][cH:28][cH:29][cH:30]2)[c:16]2[n:17][cH:18][cH:19][cH:20][c:21]2[c:22]1[OH:23]. Yields the product O=C(NC1CCCCC1)c1c(O)c2cccnc2n(Cc2ccccc2)c1=O. Reactants: CCOC(=O)c1c(O)c2cccnc2n(Cc2ccccc2)c1=O, NC1CCCCC1, Cc1ccccc1C. Starting materials: CN1N=C2N=C(C=C(C2=C1)O)C1=CC=CC=C1 (2-methyl-6-phenyl-2H-pyrazolo[3,4-b]pyridin-4-ol), P(=O)(Cl)(Cl)Cl (phosphorus oxychloride). Yields the product ClC=1C=2C(N=C(C1)C1=CC=CC=C1)=NN(C2)C (4-Chloro-2-methyl-6-phenyl-2H-pyrazolo[3,4-b]pyridine). As a reaction SMILES: [CH3:1][N:2]1[CH:10]=[C:9]2[C:4]([N:5]=[C:6]([C:12]3[CH:17]=[CH:16][CH:15]=[CH:14][CH:13]=3)[CH:7]=[C:8]2O)=[N:3]1.P(Cl)(Cl)([Cl:20])=O>>[Cl:20][C:8]1[C:9]2[C:4](=[N:3][N:2]([CH3:1])[CH:10]=2)[N:5]=[C:6]([C:12]2[CH:17]=[CH:16][CH:15]=[CH:14][CH:13]=2)[CH:7]=1. Procedure: 39 g. of 2-methyl-6-phenyl-2H-pyrazolo[3,4-b]pyridin-4-ol (0.17 mol.) are refluxed in 195 ml. of phosphorus oxychloride for 90 minutes. The excess phosphorus oxychloride is removed in vacuo and the residue is poured onto ice. Concentrated aqueous ammonia is added under external cooling to adjust the mixture to pH 8-9. Stirring is continued for one additional hour. The collected 4-chloro-2-methyl-6-phenyl-2H-pyrazolo[3,4-b]pyridine is washed with water and dried at 70°, yield: 41 g. (100%); m.p. ... Starting materials: BrBr (Br2), COC(=O)C1=NC=CN=C1N (3-Aminopyrazine-2-carboxylic acid methyl ester), ice water. Solvent: CC(=O)O (AcOH). Reaction conditions: temperature 50 celsius, time 3 hour. Yields the product NC=1C(=NC(=CN1)Br)C(=O)OC (Methyl 3-amino-6-bromopyrazine-2-carboxylate). Yield: 99.5%. RXN SMILES: [CH3:1][O:2][C:3]([C:5]1[C:10]([NH2:11])=[N:9][CH:8]=[CH:7][N:6]=1)=[O:4].[Br:12]Br>CC(O)=O>[NH2:11][C:10]1[C:5]([C:3]([O:2][CH3:1])=[O:4])=[N:6][C:7]([Br:12])=[CH:8][N:9]=1. Procedure details: 3-Aminopyrazine-2-carboxylic acid methyl ester (200 g, 1.3 mol, 3B Scientific Corporation) was dissolved in AcOH (1 L). The solution was warmed to 50° C. and Br2 (312 g, 1.9 mol) added dropwise. When the addition was completed, the mixture was stirred at 50° C. for additional 3 hours. The reaction mixture was poured slowly to ice-water (4 L). The precipitate was filtered, washed with water and dried under a reduced pressure to afford the subtitle compound (iii) as a red brown solid (300 g). The reactants are c1ccc(COc2ccc3ccncc3c2)cc1, ClCCl, O=C(OO)c1cccc(Cl)c1. Product: [O-][n+]1ccc2ccc(OCc3ccccc3)cc2c1. RXN SMILES: [CH2:1]([c:2]1[cH:3][cH:4][cH:5][cH:6][cH:7]1)[O:8][c:9]1[cH:10][cH:11][c:12]2[cH:13][cH:14][n:15][cH:16][c:17]2[cH:18]1.[Cl:30][CH2:31][Cl:32].[OH:19][O:20][C:21]([c:22]1[cH:23][c:24]([Cl:25])[cH:26][cH:27][cH:28]1)=[O:29]>>[CH2:1]([c:2]1[cH:3][cH:4][cH:5][cH:6][cH:7]1)[O:8][c:9]1[cH:10][cH:11][c:12]2[cH:13][cH:14][n+:15]([O-:19])[cH:16][c:17]2[cH:18]1.